This data is from the Open Reaction Database (ORD), a public repository of structured organic reaction records. The task is: describe an organic reaction: reactants, conditions, products, and yield The reactants are C=1C=CC2=C(C1)N=NN2O (HOBt), C(C)(C)(C)OC(=O)N1[C@@H](CCC1)C(COC1=CC=C(C=C1)OC)O ((2S)-1-(tert-Butoxycarbonyl)-2-[1-hydroxy-2-(4-methoxyphenoxy)ethyl]pyrrolidine), C(C)(C)(C)OC(=O)N1[C@H](C(=O)O)CCC1 (N-(tert-butoxycarbonyl)-L-proline), CN1CCOCC1 (N-methylmorpholine), C1CCC(CC1)N=C=NC2CCCCC2 (DCC). The solvent is Cl.O1CCOCC1 (hydrochloric acid 1,4-dioxane). Conditions: time 1 hour. Yields the product C(C)(C)(C)OC(=O)N1[C@H](C(=O)N2[C@@H](CCC2)C(COC2=CC=C(C=C2)OC)O)CCC1 ((2S)-1-[N-(tert-Butoxycarbonyl)-L-prolyl]-2-[1-hydroxy- 2-(4-methoxyphenoxy)ethyl]pyrrolidine). The yield is 69.8%. Reaction SMILES: C(O[C:6]([N:8]1[CH2:12][CH2:11][CH2:10][C@H:9]1[CH:13]([OH:24])[CH2:14][O:15][C:16]1[CH:21]=[CH:20][C:19]([O:22][CH3:23])=[CH:18][CH:17]=1)=[O:7])(C)(C)C.[C:25]([O:29][C:30]([N:32]1[CH2:39][CH2:38][CH2:37][C@H:33]1C(O)=O)=[O:31])([CH3:28])([CH3:27])[CH3:26].CN1CCOCC1.C1C=CC2N(O)N=NC=2C=1.C1CCC(N=C=NC2CCCCC2)CC1>Cl.O1CCOCC1>[C:25]([O:29][C:30]([N:32]1[CH2:39][CH2:38][CH2:37][C@H:33]1[C:6]([N:8]1[CH2:12][CH2:11][CH2:10][C@H:9]1[CH:13]([OH:24])[CH2:14][O:15][C:16]1[CH:17]=[CH:18][C:19]([O:22][CH3:23])=[CH:20][CH:21]=1)=[O:7])=[O:31])([CH3:28])([CH3:26])[CH3:27] |f:5.6|. Procedure details: (2S)-1-(tert-Butoxycarbonyl)-2-[1-hydroxy-2-(4-methoxyphenoxy)ethyl]pyrrolidine (1.57 g) was dissolved in 4N hydrochloric acid/1,4-dioxane (23 ml), and the mixture was stirred at room temperature for 1 hour. The residue obtained by concentration and drying of the reaction mixture was dissolved in DMF (15 ml), and subjected to the condensation reaction using N-(tert-butoxycarbonyl)-L-proline (1.00 g), N-methylmorpholine (0.51 ml), HOBt (0.75 g) and DCC (0.96 g) in the same manner as in Example 46... Reactants: COc1cc(-c2nn(C3CCN(Cc4ncc[nH]4)CC3)c3ncnc(N)c23)ccc1N, O=C(Cl)CCc1ccccc1, c1ccncc1. Product: COc1cc(-c2nn(C3CCN(Cc4ncc[nH]4)CC3)c3ncnc(N)c23)ccc1NC(=O)CCc1ccccc1. Reaction SMILES: [NH2:12][c:13]1[c:14]([O:41][CH3:42])[cH:15][c:16](-[c:19]2[n:20][n:21]([CH:29]3[CH2:30][CH2:31][N:32]([CH2:35][c:36]4[nH:37][cH:38][cH:39][n:40]4)[CH2:33][CH2:34]3)[c:22]3[n:23][cH:24][n:25][c:26]([NH2:28])[c:27]23)[cH:17][cH:18]1.[c:1]1([CH2:7][CH2:8][C:9](=[O:10])[Cl:11])[cH:2][cH:3][cH:4][cH:5][cH:6]1.[cH:43]1[cH:44][cH:45][n:46][cH:47][cH:48]1>>[c:1]1([CH2:7][CH2:8][C:9](=[O:10])[NH:12][c:13]2[c:14]([O:41][CH3:42])[cH:15][c:16](-[c:19]3[n:20][n:21]([CH:29]4[CH2:30][CH2:31][N:32]([CH2:35][c:36]5[nH:37][cH:38][cH:39][n:40]5)[CH2:33][CH2:34]4)[c:22]4[n:23][cH:24][n:25][c:26]([NH2:28])[c:27]34)[cH:17][cH:18]2)[cH:2][cH:3][cH:4][cH:5][cH:6]1. Product: CNC(=O)c1c(-c2ccc(F)cc2)oc2ccc(-c3ccc(-c4ccccc4C(N)=O)c(C(=O)O)c3)cc12. Starting materials: CNC(=O)c1c(-c2ccc(F)cc2)oc2ccc(-c3ccc(-c4ccccc4C(N)=O)c(C(=O)OC)c3)cc12, C1CCOC1, CO, CCOC(C)=O, Cl, [Na+], [OH-]. As a reaction SMILES: [C:1]([NH2:2])(=[O:3])[c:4]1[c:5](-[c:10]2[c:11]([C:36](=[O:37])[O:38][CH3:39])[cH:12][c:13](-[c:16]3[cH:17][cH:18][c:19]4[c:20]([c:21]([C:31]([NH:32][CH3:33])=[O:34])[c:22](-[c:24]5[cH:25][cH:26][c:27]([F:30])[cH:28][cH:29]5)[o:23]4)[cH:35]3)[cH:14][cH:15]2)[cH:6][cH:7][cH:8][cH:9]1.[CH2:51]1[O:52][CH2:53][CH2:54][CH2:55]1.[CH3:40][OH:41].[CH3:45][CH2:46][O:47][C:48](=[O:49])[CH3:50].[ClH:44].[Na+:43].[OH-:42]>>[C:1]([NH2:2])(=[O:3])[c:4]1[c:5](-[c:10]2[c:11]([C:36](=[O:37])[OH:38])[cH:12][c:13](-[c:16]3[cH:17][cH:18][c:19]4[c:20]([c:21]([C:31]([NH:32][CH3:33])=[O:34])[c:22](-[c:24]5[cH:25][cH:26][c:27]([F:30])[cH:28][cH:29]5)[o:23]4)[cH:35]3)[cH:14][cH:15]2)[cH:6][cH:7][cH:8][cH:9]1.